The task is: describe an organic reaction: reactants, conditions, products, and yield. This data is from the Open Reaction Database (ORD), a public repository of structured organic reaction records. The reactants are ClC1=C(C(=O)O)C(=CC=C1)C (2-Chloro-6-methyl-benzoic acid), C1(=CC=CC=C1)O (phenol), CO (MeOH). Reagents/catalysts: [Cu] (copper bronze). Run in C[O-].[Na+] (NaOMe). Yields the product CC1=C(C(=O)O)C(=CC=C1)OC1=CC=CC=C1 (2-Methyl-6-phenoxy-benzoic acid). Yield: 66.4%. RXN SMILES: Cl[C:2]1[CH:10]=[CH:9][CH:8]=[C:7]([CH3:11])[C:3]=1[C:4]([OH:6])=[O:5].[C:12]1([OH:18])[CH:17]=[CH:16][CH:15]=[CH:14][CH:13]=1.CO>C[O-].[Na+].[Cu]>[CH3:11][C:7]1[CH:8]=[CH:9][CH:10]=[C:2]([O:18][C:12]2[CH:17]=[CH:16][CH:15]=[CH:14][CH:13]=2)[C:3]=1[C:4]([OH:6])=[O:5] |f:3.4|. Procedure: 2-Chloro-6-methyl-benzoic acid (30 mmol, 5.22 g) and phenol (40 mmol, 3.8 g) were dissolved in a solution of NaOMe (30 wt %) in MeOH (ca. 66 mmol, 12 mL). To the solution was added copper bronze (3 mmol, 193 mg) before it was concentrated in vacuo. Then, 1,2-dichlorobenzene (24 mL) was added and the mixture was refluxed under nitrogen for 2 h with stirring. After cooling to ambient temperature water (200 mL) and Et2O (150 mL) were added and the mixture was stirred vigorously for 30 min before th... Starting materials: Clc1ccc(Br)cc1Cc1ccc2c(c1)NCCO2, BrCc1ccccc1, O=C([O-])[O-], [K+], [K+], CN(C)C=O. The product is Clc1ccc(Br)cc1Cc1ccc2c(c1)N(Cc1ccccc1)CCO2. Reaction SMILES: [Br:1][c:2]1[cH:3][cH:4][c:5]([Cl:19])[c:6]([CH2:7][c:8]2[cH:9][cH:10][c:11]3[c:12]([cH:17]2)[NH:13][CH2:14][CH2:15][O:16]3)[cH:18]1.[Br:26][CH2:27][c:28]1[cH:29][cH:30][cH:31][cH:32][cH:33]1.[C:20](=[O:21])([O-:22])[O-:23].[K+:24].[K+:25].[O:34]=[CH:35][N:36]([CH3:37])[CH3:38]>>[Br:1][c:2]1[cH:3][cH:4][c:5]([Cl:19])[c:6]([CH2:7][c:8]2[cH:9][cH:10][c:11]3[c:12]([cH:17]2)[N:13]([CH2:27][c:28]2[cH:29][cH:30][cH:31][cH:32][cH:33]2)[CH2:14][CH2:15][O:16]3)[cH:18]1.